The task is: describe an organic reaction: reactants, conditions, products, and yield. This data is from the Open Reaction Database (ORD), a public repository of structured organic reaction records. The reactants are Brc1ccc(CN2CCOC(c3ccccc3)C2)cc1, CC(=O)[O-], Clc1sccc1Br, [K+], [Na+], [Na+], O=C([O-])[O-], CN(C)C=O, c1ccc(P(c2ccccc2)(c2ccccc2)[Pd](P(c2ccccc2)(c2ccccc2)c2ccccc2)(P(c2ccccc2)(c2ccccc2)c2ccccc2)P(c2ccccc2)(c2ccccc2)c2ccccc2)cc1. The product is Clc1sccc1-c1ccc(CN2CCOC(c3ccccc3)C2)cc1. As a reaction SMILES: [Br:1][c:2]1[cH:3][cH:4][c:5]([CH2:6][N:7]2[CH2:8][CH:9]([c:13]3[cH:14][cH:15][cH:16][cH:17][cH:18]3)[O:10][CH2:11][CH2:12]2)[cH:19][cH:20]1.[CH3:22][C:23](=[O:24])[O-:25].[Cl:32][c:33]1[s:34][cH:35][cH:36][c:37]1[Br:38].[K+:21].[Na+:26].[Na+:27].[O-:28][C:29](=[O:30])[O-:31].[O:39]=[CH:40][N:41]([CH3:42])[CH3:43].[cH:44]1[cH:45][cH:46][c:47]([P:48]([Pd:49]([P:50]([c:51]2[cH:52][cH:53][cH:54][cH:55][cH:56]2)([c:57]2[cH:58][cH:59][cH:60][cH:61][cH:62]2)[c:63]2[cH:64][cH:65][cH:66][cH:67][cH:68]2)([P:69]([c:70]2[cH:71][cH:72][cH:73][cH:74][cH:75]2)([c:76]2[cH:77][cH:78][cH:79][cH:80][cH:81]2)[c:82]2[cH:83][cH:84][cH:85][cH:86][cH:87]2)[P:88]([c:89]2[cH:90][cH:91][cH:92][cH:93][cH:94]2)([c:95]2[cH:96][cH:97][cH:98][cH:99][cH:100]2)[c:101]2[cH:102][cH:103][cH:104][cH:105][cH:106]2)([c:107]2[cH:108][cH:109][cH:110][cH:111][cH:112]2)[c:113]2[cH:114][cH:115][cH:116][cH:117][cH:118]2)[cH:119][cH:120]1>>[c:2]1(-[c:37]2[c:33]([Cl:32])[s:34][cH:35][cH:36]2)[cH:3][cH:4][c:5]([CH2:6][N:7]2[CH2:8][CH:9]([c:13]3[cH:14][cH:15][cH:16][cH:17][cH:18]3)[O:10][CH2:11][CH2:12]2)[cH:19][cH:20]1. Reactants: NC=1C2=C(C(=NC1)/N=C/N(C)C)C(=CS2)C2=CC(=C(C=C2)NC(=O)C=2N(C1=CC=CC=C1C2)C)OC (N-[4-(7-amino-4-{[(1E)-(dimethylamino)methylene]amino}thieno[3,2-c]pyridin-3-yl)-2-methoxyphenyl]-1-methyl-1H-indole-2-carboxamide), C1(=CC=CC=C1)N=C=O (phenyl isocyanate), C(=N)N (formamidine). The solvent is N1=CC=CC=C1 (pyridine). Reaction conditions: time 12 hour. Product: NC1=NC=C(C2=C1C(=CS2)C2=CC(=C(C=C2)NC(=O)C=2N(C1=CC=CC=C1C2)C)OC)NC(=O)NC2=CC=CC=C2 (N-(4-{4-amino-7-[(anilinocarbonyl)amino]thieno[3,2-c]pyridin-3-yl}-2-methoxyphenyl)-1-methyl-1H-indole-2-carboxamide). Yield: 31.1%. RXN SMILES: [NH2:1][C:2]1[C:3]2[S:15][CH:14]=[C:13]([C:16]3[CH:21]=[CH:20][C:19]([NH:22][C:23]([C:25]4[N:26]([CH3:34])[C:27]5[C:32]([CH:33]=4)=[CH:31][CH:30]=[CH:29][CH:28]=5)=[O:24])=[C:18]([O:35][CH3:36])[CH:17]=3)[C:4]=2[C:5](/[N:8]=C/N(C)C)=[N:6][CH:7]=1.[C:37]1([N:43]=[C:44]=[O:45])[CH:42]=[CH:41][CH:40]=[CH:39][CH:38]=1.C(N)=N>N1C=CC=CC=1>[NH2:8][C:5]1[C:4]2[C:13]([C:16]3[CH:21]=[CH:20][C:19]([NH:22][C:23]([C:25]4[N:26]([CH3:34])[C:27]5[C:32]([CH:33]=4)=[CH:31][CH:30]=[CH:29][CH:28]=5)=[O:24])=[C:18]([O:35][CH3:36])[CH:17]=3)=[CH:14][S:15][C:3]=2[C:2]([NH:1][C:44]([NH:43][C:37]2[CH:42]=[CH:41][CH:40]=[CH:39][CH:38]=2)=[O:45])=[CH:7][N:6]=1. Procedure details: To a solution of N-[4-(7-amino-4-{[(1E)-(dimethylamino)methylene]amino}thieno[3,2-c]pyridin-3-yl)-2-methoxyphenyl]-1-methyl-1H-indole-2-carboxamide (0.020 g, 0.040 mmol) in pyridine (1.1 mL) at 0° C. was added phenyl isocyanate (0.0043 mL, 0.040 mmol). The mixture was allowed to warm to ambient temperature, and was stirred at ambient temperature for 12 h. The reaction mixture was concentrated, and the residue was purified by flash column chromatography on silica gel, which had been deactivated w... Starting materials: N(=[N+]=[N-])C=1C=CC(=C(C1)C(=O)C1=C(C=C(C=C1)NC1=CC=C(C=C1)C(F)(F)F)Cl)C ((5-Azido-2-methyl-phenyl)-[2-chloro-4-(4-trifluoromethyl-phenylamino)-phenyl]-methanone), NC=1C=CC(=C(C1)C(=O)C1=C(C=C(C=C1)NC=1C=C(C=CC1)C)Cl)C ((5-Amino-2-methyl-phenyl)-(2-chloro-4-m-tolylamino-phenyl)-methanone). Yields the product N(=[N+]=[N-])C=1C=CC(=C(C1)C(=O)C1=C(C=C(C=C1)NC=1C=C(C=CC1)C)Cl)C ((5-Azido-2-methyl-phenyl)-(2-chloro-4-m-tolylamino-phenyl)-methanone). Reaction SMILES: [N:1]([C:4]1[CH:5]=[CH:6][C:7]([CH3:30])=[C:8]([C:10]([C:12]2[CH:17]=[CH:16][C:15]([NH:18][C:19]3[CH:24]=[CH:23][C:22](C(F)(F)F)=[CH:21][CH:20]=3)=[CH:14][C:13]=2[Cl:29])=[O:11])[CH:9]=1)=[N+:2]=[N-:3].N[C:32]1C=CC(C)=C(C(C2C=CC(NC3C=C(C)C=CC=3)=CC=2Cl)=O)C=1>>[N:1]([C:4]1[CH:5]=[CH:6][C:7]([CH3:30])=[C:8]([C:10]([C:12]2[CH:17]=[CH:16][C:15]([NH:18][C:19]3[CH:20]=[C:21]([CH3:32])[CH:22]=[CH:23][CH:24]=3)=[CH:14][C:13]=2[Cl:29])=[O:11])[CH:9]=1)=[N+:2]=[N-:3]. Procedure: The reaction was carried out similarly as described in the preparation of compound 416, using compound 464 (1.17 mmol). The crude product was purified by flash chromatography using EtOAc/petroleum ether (40-60) 1:9 and 1:6 as the eluent to afford the title compound as yellow syrup.